From a dataset of the Open Reaction Database (ORD), a public repository of structured organic reaction records. describe an organic reaction: reactants, conditions, products, and yield Starting materials: OB(O)O, CC(C)[Si](C(C)C)(C(C)C)n1c2c(c3cc(NC(=O)OC(C)(C)C)ccc31)CC(N(C)C)CC2, O=C(O)C(O)C(O)C(=O)O, CCCC[N+](CCCC)(CCCC)CCCC, [F-], C1CCOC1. Product: CN(C)C1CCc2[nH]c3ccc(NC(=O)OC(C)(C)C)cc3c2C1. RXN SMILES: [B:35]([OH:36])([OH:37])[OH:38].[C:1]([CH3:2])([CH3:3])([CH3:4])[O:5][C:6](=[O:7])[NH:8][c:9]1[cH:10][c:11]2[c:12]3[c:17]([n:18]([Si:22]([CH:23]([CH3:24])[CH3:25])([CH:26]([CH3:27])[CH3:28])[CH:29]([CH3:30])[CH3:31])[c:19]2[cH:20][cH:21]1)[CH2:16][CH2:15][CH:14]([N:32]([CH3:33])[CH3:34])[CH2:13]3.[C:57]([OH:58])(=[O:59])[CH:60]([CH:61]([C:62]([OH:63])=[O:64])[OH:65])[OH:66].[CH3:40][CH2:41][CH2:42][CH2:43][N+:44]([CH2:45][CH2:46][CH2:47][CH3:48])([CH2:49][CH2:50][CH2:51][CH3:52])[CH2:53][CH2:54][CH2:55][CH3:56].[F-:39].[O:67]1[CH2:68][CH2:69][CH2:70][CH2:71]1>>[C:1]([CH3:2])([CH3:3])([CH3:4])[O:5][C:6](=[O:7])[NH:8][c:9]1[cH:10][c:11]2[c:12]3[c:17]([nH:18][c:19]2[cH:20][cH:21]1)[CH2:16][CH2:15][CH:14]([N:32]([CH3:33])[CH3:34])[CH2:13]3. The reactants are COc1c(C(C)=C(F)CO)cc2c(c1Br)C(C)(C)CC=C2C(C)C, CC1C[NH+]([O-])CCO1, CC#N, CCC[N+](CCC)(CCC)CCC, ClCCl, O=[Ru](=O)(=O)[O-]. Product: COc1c(C(C)=C(F)C=O)cc2c(c1Br)C(C)(C)CC=C2C(C)C. As a reaction SMILES: [Br:1][c:2]1[c:3]([O:23][CH3:24])[c:4]([C:17](=[C:18]([CH2:19][OH:20])[F:21])[CH3:22])[cH:5][c:6]2[c:11]1[C:10]([CH3:12])([CH3:13])[CH2:9][CH:8]=[C:7]2[CH:14]([CH3:15])[CH3:16].[CH3:25][CH:26]1[CH2:27][NH+:28]([O-:29])[CH2:30][CH2:31][O:32]1.[CH3:36][C:37]#[N:38].[CH3:44][CH2:45][CH2:46][N+:47]([CH2:48][CH2:49][CH3:50])([CH2:51][CH2:52][CH3:53])[CH2:54][CH2:55][CH3:56].[Cl:33][CH2:34][Cl:35].[O-:39][Ru:40](=[O:41])(=[O:42])=[O:43]>>[Br:1][c:2]1[c:3]([O:23][CH3:24])[c:4]([C:17](=[C:18]([CH:19]=[O:20])[F:21])[CH3:22])[cH:5][c:6]2[c:11]1[C:10]([CH3:12])([CH3:13])[CH2:9][CH:8]=[C:7]2[CH:14]([CH3:15])[CH3:16]. Starting materials: C(=O)[O-].[Na+] (sodium formate), [N+](=O)([O-])[O-].[NH4+] (ammonium nitrate), mineral spirits, [Co] (cobalt), C(CCCCCC(C)(C)C)(=O)O (neodecanoic acid), C(=O)[O-].[Na+] (sodium formate), [N+](=O)([O-])[O-].[NH4+] (ammonium nitrate). The solvent is O (water), O (water). Reaction conditions: temperature 85 celsius. Product: C(CCCCCC(C)(C)C)(=O)[O-].[Co+2].C(CCCCCC(C)(C)C)(=O)[O-] (cobalt neodecanoate). Reaction SMILES: [Co:1].[C:2]([OH:13])(=[O:12])[CH2:3][CH2:4][CH2:5][CH2:6][CH2:7][C:8]([CH3:11])([CH3:10])[CH3:9].C([O-])=O.[Na+].[N+]([O-])([O-])=O.[NH4+]>O>[C:2]([O-:13])(=[O:12])[CH2:3][CH2:4][CH2:5][CH2:6][CH2:7][C:8]([CH3:9])([CH3:10])[CH3:11].[Co+2:1].[C:2]([O-:13])(=[O:12])[CH2:3][CH2:4][CH2:5][CH2:6][CH2:7][C:8]([CH3:9])([CH3:10])[CH3:11] |f:2.3,4.5,7.8.9|. Procedure details: A mixture of 50 grams of cobalt powder, 316.2 grams (1.697 moles) of neodecanoic acid (acid number, 301), a catalyst solution prepared by dissolving 2.5 grams of sodium formate and 2.5 grams of ammonium nitrate in 20 grams of water, and 130 grams of mineral spirits was heated to 85° C. and maintained at that temperature for 3.5 hours while it was sparged with air at the rate of 30 liters per hour. After the addition of a solution prepared by dissolving 2.5 grams of sodium formate and 2.5 grams o... Starting materials: CCOCC (ether), [OH-].[Na+] (NaOH), 1,1,1-Triacetoxy-1,1-dihydro-1,2-benzoiodoxol-3(1H)-one, C(C)(C)(C)OC(=O)N1CCC(CC1)CO (1-(t-Butoxycarbonyl)-4-(hydroxymethyl)piperidine), 1,1,1-triacetoxy-1,1-dihydro-1,2-benzoiodoxol-3(1H)-one, CCOCC (ether), [OH-].[Na+] (NaOH). The solvent is C(Cl)Cl (methylene chloride). Conditions: time 45 minute. Product: C(C)(C)(C)OC(=O)N1CCC(CC1)C=O (1-(t-butoxycarbonyl)-4-piperidinecarboxaldehyde). The yield is 86.9%. Reaction SMILES: [C:1]([O:5][C:6]([N:8]1[CH2:13][CH2:12][CH:11]([CH2:14][OH:15])[CH2:10][CH2:9]1)=[O:7])([CH3:4])([CH3:3])[CH3:2].CCOCC.[OH-].[Na+]>C(Cl)Cl>[C:1]([O:5][C:6]([N:8]1[CH2:13][CH2:12][CH:11]([CH:14]=[O:15])[CH2:10][CH2:9]1)=[O:7])([CH3:4])([CH3:3])[CH3:2] |f:2.3|. Procedure details: 1,1,1-Triacetoxy-1,1-dihydro-1,2-benzoiodoxol-3(1H)-one (750 mg, 1.77 mmol) was added to a solution of 1-(t-butoxycarbonyl)-4-(hydroxymethyl)piperidine (339 mg, 1.57 mmol, from Procedure 17, Step A) in methylene chloride (10 mL) and the mixture was stirred at rt. After 45 min., and additional portion of 1,1,1-triacetoxy-1,1-dihydro-1,2-benzoiodoxol-3(1H)-one (150 mg, 0.35 mmol) was added. After an additional 30 min., ether (30 mL) and 1.3 N NaOH (10 mL) were added and stirring was continued for ... Yields the product COC1=CC(=NC=C1)CCC1=NC=2C(=NC=C(C2)C2=CC=C(C=C2)S(=O)(=O)NC2=C(C=CC=C2)OC)N1 (4-{2-[2-(4-Methoxypyridin-2-yl)ethyl]-3H-imidazo[4,5-b]pyridin-6-yl}-N-(2-methoxyphenyl)-benzenesulfonamide). RXN SMILES: [CH3:1][O:2][C:3]1[CH:8]=[CH:7][CH:6]=[CH:5][C:4]=1[NH:9][S:10]([C:13]1[CH:18]=[CH:17][C:16](Br)=[CH:15][CH:14]=1)(=[O:12])=[O:11].C([O-])(=O)C.[K+].[CH3:25][O:26][C:27]1[CH:32]=[CH:31][N:30]=[C:29]([CH2:33][CH2:34][C:35]2[NH:44][C:38]3=[N:39][CH:40]=[C:41](I)[CH:42]=[C:37]3[N:36]=2)[CH:28]=1.C(=O)([O-])[O-].[K+].[K+].[Cl-].[Li+]>O1CCOCC1.O.C1(P(C2C=CC=CC=2)[C-]2C=CC=C2)C=CC=CC=1.[C-]1(P(C2C=CC=CC=2)C2C=CC=CC=2)C=CC=C1.[Fe+2].C1C=CC(P(C2C=CC=CC=2)[C-]2C=CC=C2)=CC=1.C1C=CC(P(C2C=CC=CC=2)[C-]2C=CC=C2)=CC=1.Cl[Pd]Cl.[Fe+2].[Pd].C1(P(C2C=CC=CC=2)C2C=CC=CC=2)C=CC=CC=1.C1(P(C2C=CC=CC=2)C2C=CC=CC=2)C=CC=CC=1.C1(P(C2C=CC=CC=2)C2C=CC=CC=2)C=CC=CC=1.C1(P(C2C=CC=CC=2)C2C=CC=CC=2)C=CC=CC=1>[CH3:25][O:26][C:27]1[CH:32]=[CH:31][N:30]=[C:29]([CH2:33][CH2:34][C:35]2[NH:44][C:38]3=[N:39][CH:40]=[C:41]([C:16]4[CH:17]=[CH:18][C:13]([S:10]([NH:9][C:4]5[CH:5]=[CH:6][CH:7]=[CH:8][C:3]=5[O:2][CH3:1])(=[O:12])=[O:11])=[CH:14][CH:15]=4)[CH:42]=[C:37]3[N:36]=2)[CH:28]=1 |f:1.2,4.5.6,7.8,11.12.13,14.15.16.17,18.19.20.21.22|. Reagents/catalysts: C1(=CC=CC=C1)P([C-]1C=CC=C1)C1=CC=CC=C1.[C-]1(C=CC=C1)P(C1=CC=CC=C1)C1=CC=CC=C1.[Fe+2] (1,1′-bis-(diphenylphosphino)-ferrocene), C1=CC=C(C=C1)P([C-]2C=CC=C2)C3=CC=CC=C3.C1=CC=C(C=C1)P([C-]2C=CC=C2)C3=CC=CC=C3.Cl[Pd]Cl.[Fe+2] ([1,1′-bis(diphenylphosphino)-ferrocene]palladium-dichloride), [Pd].C1(=CC=CC=C1)P(C1=CC=CC=C1)C1=CC=CC=C1.C1(=CC=CC=C1)P(C1=CC=CC=C1)C1=CC=CC=C1.C1(=CC=CC=C1)P(C1=CC=CC=C1)C1=CC=CC=C1.C1(=CC=CC=C1)P(C1=CC=CC=C1)C1=CC=CC=C1 (tetrakis(triphenylphosphine)-palladium(0)). Reported procedure: A mixture of 0.513 g of N-(2-methoxyphenyl)-4-bromo-benzenesulfonamide, 0.42 g of bis-(pinacolato)-diboron, 0.025 g of 1,1′-bis-(diphenylphosphino)-ferrocene, 0.033 g of [1,1′-bis(diphenylphosphino)-ferrocene]palladium-dichloride (complex with CH2Cl2), 0.442 g of potassium acetate in 6 ml of degassed dioxane are heated to 90° C. in a sealed tube under N2for 17 hours. To the resulting mixture 5 ml of degassed dioxane, 0.371 g of 2-[2-(4-methoxypyridin-2-yl)ethyl]-6-iodo-3H-imidazo[4,5-b]pyridine ... Solvent: O (water), O1CCOCC1 (dioxane), O (water), O1CCOCC1 (dioxane). Starting materials: COC1=C(C=CC=C1)NS(=O)(=O)C1=CC=C(C=C1)Br (N-(2-methoxyphenyl)-4-bromo-benzenesulfonamide), bis-(pinacolato)-diboron, C(C)(=O)[O-].[K+] (potassium acetate), COC1=CC(=NC=C1)CCC1=NC=2C(=NC=C(C2)I)N1 (2-[2-(4-methoxypyridin-2-yl)ethyl]-6iodo-3H-imidazo[4,5-b]pyridine), COC1=CC(=NC=C1)CCC1=NC=2C(=NC=C(C2)I)N1 (2-[2-(4-methoxypyridin-2-yl)ethyl]-6iodo-3H-imidazo[4,5-b]pyridine), C([O-])([O-])=O.[K+].[K+] (potassium carbonate), [Cl-].[Li+] (lithium chloride). Yield: 27.8%. Conditions: temperature 90 celsius. The reactants are CSC=1C=CC(=NC1)C(=O)O (5-methylthio-2-pyridinecarboxylic acid), S(=O)(Cl)Cl (thionyl chloride), NC1=NN=NN1 (5-aminotetrazole). The product is N1N=NN=C1NC(=O)C1=NC=C(C=C1)SC (N-(5-tetrazolyl)-5-methylthio-2-pyridinecarboxamide). Isolated yield 34.0%. RXN SMILES: [CH3:1][S:2][C:3]1[CH:4]=[CH:5][C:6]([C:9]([OH:11])=O)=[N:7][CH:8]=1.S(Cl)(Cl)=O.[NH2:16][C:17]1[NH:21][N:20]=[N:19][N:18]=1>>[NH:18]1[C:17]([NH:16][C:9]([C:6]2[CH:5]=[CH:4][C:3]([S:2][CH3:1])=[CH:8][N:7]=2)=[O:11])=[N:21][N:20]=[N:19]1. Procedure details: 0.36 g of 5-methylthio-2-pyridinecarboxylic acid, 6 ml of thionyl chloride and 0.18 g of 5-aminotetrazole are treated in the same manner as described in Example 1. The crude product thus obtained is recrystallized from a mixture of dimethylformamide and ethanol, whereby 0.17 g of N-(5-tetrazolyl)-5-methylthio-2-pyridinecarboxamide is obtained. The product is O=C(Nc1ccc(Oc2ccnc3cc(C4CCNCC4)sc23)c(F)c1)c1ccnn(-c2ccc(F)cc2)c1=O. Reaction SMILES: [F:1][c:2]1[c:3]([O:4][c:5]2[c:6]3[c:7]([n:8][cH:9][cH:10]2)[cH:11][c:12]([CH:14]2[CH2:15][CH2:16][N:17]([C:20]([O:21][C:22]([CH3:23])([CH3:24])[CH3:25])=[O:26])[CH2:18][CH2:19]2)[s:13]3)[cH:27][cH:28][c:29]([NH:31][C:32](=[O:33])[c:34]2[cH:35][cH:36][n:37][n:38](-[c:41]3[cH:42][cH:43][c:44]([F:47])[cH:45][cH:46]3)[c:39]2=[O:40])[cH:30]1.[F:48][C:49]([F:50])([F:51])[C:52]([OH:53])=[O:54]>>[F:1][c:2]1[c:3]([O:4][c:5]2[c:6]3[c:7]([n:8][cH:9][cH:10]2)[cH:11][c:12]([CH:14]2[CH2:15][CH2:16][NH:17][CH2:18][CH2:19]2)[s:13]3)[cH:27][cH:28][c:29]([NH:31][C:32](=[O:33])[c:34]2[cH:35][cH:36][n:37][n:38](-[c:41]3[cH:42][cH:43][c:44]([F:47])[cH:45][cH:46]3)[c:39]2=[O:40])[cH:30]1. The reactants are CC(C)(C)OC(=O)N1CCC(c2cc3nccc(Oc4ccc(NC(=O)c5ccnn(-c6ccc(F)cc6)c5=O)cc4F)c3s2)CC1, O=C(O)C(F)(F)F.